From a dataset of the Open Reaction Database (ORD), a public repository of structured organic reaction records. describe an organic reaction: reactants, conditions, products, and yield The reactants are ClC=1C=C(C=NC1OC=1C=NC2=CC=CC=C2C1)N (5-chloro-6-(quinolin-3-yloxy)pyridin-3-amine), ClC1=C(C=CC(=C1)C(F)(F)F)S(=O)(=O)Cl (2-chloro-4-(trifluoromethyl)benzene-1-sulfonyl chloride). Yields the product ClC1=C(C=CC(=C1)C(F)(F)F)S(=O)(=O)NC=1C=NC(=C(C1)Cl)OC=1C=NC2=CC=CC=C2C1 (2-Chloro-N-(5-chloro-6-(quinolin-3-yloxy)pyridin-3-yl)-4-(trifluoromethyl)benzene-sulfonamide). RXN SMILES: [Cl:1][C:2]1[CH:3]=[C:4]([NH2:19])[CH:5]=[N:6][C:7]=1[O:8][C:9]1[CH:10]=[N:11][C:12]2[C:17]([CH:18]=1)=[CH:16][CH:15]=[CH:14][CH:13]=2.[Cl:20][C:21]1[CH:26]=[C:25]([C:27]([F:30])([F:29])[F:28])[CH:24]=[CH:23][C:22]=1[S:31](Cl)(=[O:33])=[O:32]>>[Cl:20][C:21]1[CH:26]=[C:25]([C:27]([F:29])([F:28])[F:30])[CH:24]=[CH:23][C:22]=1[S:31]([NH:19][C:4]1[CH:5]=[N:6][C:7]([O:8][C:9]2[CH:10]=[N:11][C:12]3[C:17]([CH:18]=2)=[CH:16][CH:15]=[CH:14][CH:13]=3)=[C:2]([Cl:1])[CH:3]=1)(=[O:33])=[O:32]. Reported procedure: The title compound was prepared by reacting 5-chloro-6-(quinolin-3-yloxy)pyridin-3-amine (obtained as per procedure described in preparation 1) and 2-chloro-4-(trifluoromethyl)benzene-1-sulfonyl chloride. 1H NMR (DMSO-d6) δ: 7.60 (s, 1H), 7.72-7.77 (m, 3H), 7.90 (s, 2H), 8.00 (s, 1H), 8.13-8.20 (m, 3H), 8.75 (s, 1H), 11.21 (s, 1H); MS (ES): 513.99 (M+1).